From a dataset of the Open Reaction Database (ORD), a public repository of structured organic reaction records. describe an organic reaction: reactants, conditions, products, and yield Reactants: C(C)(C)(C)OC(=O)N1C[C@H](CC1)C(=O)O ((S)-pyrrolidine-1,3-dicarboxylic acid 1-tert-butyl ester), C(C)(C)N(C(C)C)CC (N,N-diisopropylethylamine), Cl.C(C)N(CCCN=C=NCC)CC (1-(3-diethylaminopropyl)-3-ethylcarbodiimide hydrochloride), ON1N=NC2=C1C=CC=C2 (1-hydroxybenzotriazole), C1(CC1)NC(=O)C1=CC=CC=2SC(=CC21)C2=NC(=NC=C2Cl)NCCCN (2-[2-(3-aminopropylamino)-5-chloropyrimidin-4-yl]-benzo[b]thiophene-4-carboxylic acid cyclopropylamide). Solvent: ClCCl (dichloromethane), ClCCl (dichloromethane). Product: C(C)(C)(C)OC(=O)N1C[C@H](CC1)C(NCCCNC1=NC=C(C(=N1)C1=CC2=C(S1)C=CC=C2C(NC2CC2)=O)Cl)=O ((S)-3-{3-[5-chloro-4-(4-cyclopropylcarbamoyl-benzo[b]thiophen-2-yl)-pyrimidin-2-ylamino]-propylcarbamoyl}-pyrrolidine-1-carboxylic acid tert-butyl ester). The yield is 90.2%. Reaction SMILES: [CH:1]1([NH:4][C:5]([C:7]2[C:15]3[CH:14]=[C:13]([C:16]4[C:21]([Cl:22])=[CH:20][N:19]=[C:18]([NH:23][CH2:24][CH2:25][CH2:26][NH2:27])[N:17]=4)[S:12][C:11]=3[CH:10]=[CH:9][CH:8]=2)=[O:6])[CH2:3][CH2:2]1.[C:28]([O:32][C:33]([N:35]1[CH2:39][CH2:38][C@H:37]([C:40](O)=[O:41])[CH2:36]1)=[O:34])([CH3:31])([CH3:30])[CH3:29].C(N(CC)C(C)C)(C)C.Cl.C(N(CC)CCCN=C=NCC)C.ON1C2C=CC=CC=2N=N1>ClCCl>[C:28]([O:32][C:33]([N:35]1[CH2:39][CH2:38][C@H:37]([C:40](=[O:41])[NH:27][CH2:26][CH2:25][CH2:24][NH:23][C:18]2[N:17]=[C:16]([C:13]3[S:12][C:11]4[CH:10]=[CH:9][CH:8]=[C:7]([C:5](=[O:6])[NH:4][CH:1]5[CH2:2][CH2:3]5)[C:15]=4[CH:14]=3)[C:21]([Cl:22])=[CH:20][N:19]=2)[CH2:36]1)=[O:34])([CH3:31])([CH3:30])[CH3:29] |f:3.4|. Reported procedure: A stirred suspension of 2-[2-(3-aminopropylamino)-5-chloropyrimidin-4-yl]-benzo[b]thiophene-4-carboxylic acid cyclopropylamide (500 mg, 1.24 mmol) in dichloromethane (30 mL) is treated at room temperature with (S)-pyrrolidine-1,3-dicarboxylic acid 1-tert-butyl ester (333 mg, 1.55 mmol), N,N-diisopropylethylamine (0.220 mL, 1.26 mmol), 1-(3-diethylaminopropyl)-3-ethylcarbodiimide hydrochloride (240 mg, 1.25 mmol) and 1-hydroxybenzotriazole (171 mg, 1.21 mmol) for 24 hours. The mixture is then dil...